Dataset: the Open Reaction Database (ORD), a public repository of structured organic reaction records. Task: describe an organic reaction: reactants, conditions, products, and yield Starting materials: CCCCNC(=O)N(C)c1cccc(-c2ccc(C=C(OC)C(=O)OC)cc2OCCCC)c1, CCOC(C)=O, Cl, [Na+], C1CCOC1, [OH-], O. Product: CCCCNC(=O)N(C)c1cccc(-c2ccc(C=C(OC)C(=O)O)cc2OCCCC)c1. As a reaction SMILES: [CH2:3]([CH2:4][CH2:5][CH3:6])[O:7][c:8]1[c:9](-[c:22]2[cH:23][c:24]([N:28]([C:29](=[O:30])[NH:31][CH2:32][CH2:33][CH2:34][CH3:35])[CH3:36])[cH:25][cH:26][cH:27]2)[cH:10][cH:11][c:12]([CH:14]=[C:15]([C:16](=[O:17])[O:18][CH3:19])[O:20][CH3:21])[cH:13]1.[CH3:44][CH2:45][O:46][C:47](=[O:48])[CH3:49].[ClH:37].[Na+:2].[O:39]1[CH2:40][CH2:41][CH2:42][CH2:43]1.[OH-:1].[OH2:38]>>[CH2:3]([CH2:4][CH2:5][CH3:6])[O:7][c:8]1[c:9](-[c:22]2[cH:23][c:24]([N:28]([C:29](=[O:30])[NH:31][CH2:32][CH2:33][CH2:34][CH3:35])[CH3:36])[cH:25][cH:26][cH:27]2)[cH:10][cH:11][c:12]([CH:14]=[C:15]([C:16](=[O:17])[OH:18])[O:20][CH3:21])[cH:13]1. Reactants: CN1CCCC1CCN1CCCCc2cc(N)ccc21, CN(CCN1CCCc2ccc(NC(=N)c3cccs3)cc21)C(=O)Oc1ccccc1, CCO, [Na+], O=C([O-])O. Yields the product CN1CCCC1CCN1CCCCc2cc(NC(=N)c3cccs3)ccc21. Reaction SMILES: [CH3:1][N:2]1[CH:3]([CH2:7][CH2:8][N:9]2[c:10]3[c:11]([cH:16][c:17]([NH2:20])[cH:18][cH:19]3)[CH2:12][CH2:13][CH2:14][CH2:15]2)[CH2:4][CH2:5][CH2:6]1.[CH3:21][N:22]([CH2:23][CH2:24][N:25]1[c:26]2[c:27]([cH:28][cH:29][c:30]([NH:44][C:45](=[NH:31])[c:47]3[s:48][cH:49][cH:50][cH:51]3)[cH:32]2)[CH2:33][CH2:34][CH2:35]1)[C:36](=[O:37])[O:38][c:39]1[cH:40][cH:41][cH:42][cH:43][cH:46]1.[CH3:52][CH2:53][OH:54].[Na+:59].[O-:55][C:56]([OH:57])=[O:58]>>[CH3:1][N:2]1[CH:3]([CH2:7][CH2:8][N:9]2[c:10]3[c:11]([cH:16][c:17]([NH:20][C:45](=[NH:44])[c:47]4[s:48][cH:49][cH:50][cH:51]4)[cH:18][cH:19]3)[CH2:12][CH2:13][CH2:14][CH2:15]2)[CH2:4][CH2:5][CH2:6]1.